Task: describe an organic reaction: reactants, conditions, products, and yield. Dataset: the Open Reaction Database (ORD), a public repository of structured organic reaction records The reactants are C1(CCCCC1)NC1=C(C(=O)OCC)C=CC=N1 (ethyl 2-(cyclohexylamino)nicotinate), C(C)C(CNC1=C(C(=O)OCC)C=CC=N1)CC (ethyl 2-[(2-ethylbutyl)amino]nicotinate). Product: C1(CCCCC1)N1C(OC(C2=C1N=CC=C2)=O)=O (1-cyclohexyl-2H-pyrido[2,3-d][1,3]oxazine-2,4(1H)-dione). RXN SMILES: [CH:1]1([NH:7][C:8]2[N:18]=[CH:17][CH:16]=[CH:15][C:9]=2[C:10]([O:12][CH2:13]C)=[O:11])[CH2:6][CH2:5][CH2:4][CH2:3][CH2:2]1.C(C(CC)CNC1N=CC=CC=1C(OCC)=[O:27])C>>[CH:1]1([N:7]2[C:8]3[N:18]=[CH:17][CH:16]=[CH:15][C:9]=3[C:10](=[O:11])[O:12][C:13]2=[O:27])[CH2:6][CH2:5][CH2:4][CH2:3][CH2:2]1. Procedure: The title compound was prepared according to the procedure of Example 3B substituting the product of Example 81A for the product of Example 3A (0.171 g, 35%). 1H NMR (300 MHz, CDCl3) δ 1.37 (m, 4H), 1.73 (m, 2H), 1.91 (m, 2H), 2.47 (ddd, J=24.82, 12.32, 3.31 Hz, 2H), 5.28 (tt, J=12.27, 3.72 Hz, 1H), 7.24 (dd, J=6.99, 4.04 Hz, 1H), 8.41 (dd, J=7.72, 2.21 Hz, 1H), 8.70 (dd, J=4.78, 2.21 Hz, 1H). Reactants: Cc1ccnc(Cl)c1Br, CCO, [H-], [Na+], CN(C)C=O. The product is CCOc1nccc(C)c1Br. RXN SMILES: [Br:1][c:2]1[c:3]([Cl:9])[n:4][cH:5][cH:6][c:7]1[CH3:8].[CH3:10][CH2:11][OH:12].[H-:13].[Na+:14].[O:15]=[CH:16][N:17]([CH3:18])[CH3:19]>>[Br:1][c:2]1[c:3]([O:12][CH2:11][CH3:10])[n:4][cH:5][cH:6][c:7]1[CH3:8]. Reactants: O=S(=O)(c1ccccc1F)n1ccc2c(OCc3ccccc3)cccc21, C1CCOC1. Product: O=S(=O)(c1ccccc1F)n1ccc2c(O)cccc21. Reaction SMILES: [CH2:1]([c:2]1[cH:3][cH:4][cH:5][cH:6][cH:7]1)[O:8][c:9]1[c:10]2[cH:11][cH:12][n:13]([S:18](=[O:19])(=[O:20])[c:21]3[c:22]([F:27])[cH:23][cH:24][cH:25][cH:26]3)[c:14]2[cH:15][cH:16][cH:17]1.[CH2:28]1[O:29][CH2:30][CH2:31][CH2:32]1>>[OH:8][c:9]1[c:10]2[cH:11][cH:12][n:13]([S:18](=[O:19])(=[O:20])[c:21]3[c:22]([F:27])[cH:23][cH:24][cH:25][cH:26]3)[c:14]2[cH:15][cH:16][cH:17]1. Reactants: ClC=1C=C(C=C(C1OC(C(C(F)(F)F)F)(F)F)C(F)(F)F)NC(=O)C (3-chloro-4-(1,1,2,3,3,3-hexafluoropropoxy)-5-(trifluoromethyl)acetaminobenzene). The solvent is Cl (hydrochloric acid), C(C)O (ethanol). The product is ClC=1C=C(N)C=C(C1OC(C(C(F)(F)F)F)(F)F)C(F)(F)F (3-chloro-4-(1,1,2,3,3,3-hexafluoropropoxy)-5-(trifluoromethyl)aniline), formula II. RXN SMILES: [Cl:1][C:2]1[CH:3]=[C:4]([NH:22]C(C)=O)[CH:5]=[C:6]([C:18]([F:21])([F:20])[F:19])[C:7]=1[O:8][C:9]([F:17])([F:16])[CH:10]([F:15])[C:11]([F:14])([F:13])[F:12]>Cl.C(O)C>[Cl:1][C:2]1[CH:3]=[C:4]([CH:5]=[C:6]([C:18]([F:19])([F:20])[F:21])[C:7]=1[O:8][C:9]([F:16])([F:17])[CH:10]([F:15])[C:11]([F:14])([F:13])[F:12])[NH2:22]. Reported procedure: 42.2 g of 3-chloro-4-(1,1,2,3,3,3-hexafluoropropoxy)-5-(trifluoromethyl)acetaminobenzene are boiled for 16 hours at reflux in a mixture of 200 ml of concentrated hydrochloric acid and 400 ml of ethanol. The bulk of the solvent is then distilled off and the residue is made alkaline and extracted with ether. The ethereal extract is dried over sodium sulfate and the solvent is removed by evaporation in vacuo. Fractional distillation of the residue, affords the title compound as a yellowish oil with...